From a dataset of the Open Reaction Database (ORD), a public repository of structured organic reaction records. describe an organic reaction: reactants, conditions, products, and yield Starting materials: CC(C)=O, CC(C)O, CC(C)(CO)Nc1c(Cl)cccc1[N+](=O)[O-]. The product is CC(C)(Nc1c(Cl)cccc1[N+](=O)[O-])C(=O)O. As a reaction SMILES: [CH3:17][C:18]([CH3:19])=[O:20].[CH:21]([OH:22])([CH3:23])[CH3:24].[Cl:1][c:2]1[cH:3][cH:4][cH:5][c:6]([N+:14](=[O:15])[O-:16])[c:7]1[NH:8][C:9]([CH2:10][OH:11])([CH3:12])[CH3:13]>>[Cl:1][c:2]1[cH:3][cH:4][cH:5][c:6]([N+:14](=[O:15])[O-:16])[c:7]1[NH:8][C:9]([C:10](=[O:11])[OH:20])([CH3:12])[CH3:13]. The reactants are CS(C)=O, CCOC(C)=O, Fc1cccc(F)n1, N#C[Na]. Yields the product N#Cc1cccc(F)n1. As a reaction SMILES: [CH3:12][S:13]([CH3:14])=[O:15].[CH3:16][CH2:17][O:18][C:19]([CH3:20])=[O:21].[F:1][c:2]1[n:3][c:4]([F:8])[cH:5][cH:6][cH:7]1.[Na:9][C:10]#[N:11]>>[c:2]1([C:10]#[N:11])[n:3][c:4]([F:8])[cH:5][cH:6][cH:7]1. RXN SMILES: [CH2:47]1[O:48][CH2:49][CH2:50][CH2:51]1.[CH3:37][Si:38]([N-:39][Si:40]([CH3:41])([CH3:42])[CH3:43])([CH3:44])[CH3:45].[F:1][c:2]1[n:3][cH:4][c:5]([CH:16]([CH3:17])[N:18]2[CH2:19][CH2:20][O:21][CH2:22][CH2:23]2)[cH:6][c:7]1-[c:8]1[n:9][c:10]([NH2:15])[n:11][c:12]([CH3:14])[n:13]1.[NH2:24][c:25]1[cH:26][c:27]([NH:32][S:33](=[O:34])(=[O:35])[CH3:36])[c:28]([Cl:31])[n:29][cH:30]1.[Na+:46].[O:52]=[CH:53][N:54]([CH3:55])[CH3:56]>>[c:2]1([NH:24][c:25]2[cH:26][c:27]([NH:32][S:33](=[O:34])(=[O:35])[CH3:36])[c:28]([Cl:31])[n:29][cH:30]2)[n:3][cH:4][c:5]([CH:16]([CH3:17])[N:18]2[CH2:19][CH2:20][O:21][CH2:22][CH2:23]2)[cH:6][c:7]1-[c:8]1[n:9][c:10]([NH2:15])[n:11][c:12]([CH3:14])[n:13]1. Reactants: C1CCOC1, C[Si](C)(C)[N-][Si](C)(C)C, Cc1nc(N)nc(-c2cc(C(C)N3CCOCC3)cnc2F)n1, CS(=O)(=O)Nc1cc(N)cnc1Cl, [Na+], CN(C)C=O. Product: Cc1nc(N)nc(-c2cc(C(C)N3CCOCC3)cnc2Nc2cnc(Cl)c(NS(C)(=O)=O)c2)n1. Starting materials: ClC1=C(C=CC(=C1)CO)C1=CC(=CC=C1)C(=O)N (2′-Chloro-4′-hydroxymethyl-biphenyl-3-carboxylic acid amide). The reagents and catalysts are [O-2].[O-2].[Mn+4] (manganese dioxide). Run in C(C)(=O)OCC (ethyl acetate). Reaction conditions: time 12 hour. Yields the product ClC1=C(C=CC(=C1)C=O)C1=CC(=CC=C1)C(=O)N (2′-Chloro-4′-formyl-biphenyl-3-carboxylic acid amide). As a reaction SMILES: [Cl:1][C:2]1[CH:7]=[C:6]([CH2:8][OH:9])[CH:5]=[CH:4][C:3]=1[C:10]1[CH:15]=[CH:14][CH:13]=[C:12]([C:16]([NH2:18])=[O:17])[CH:11]=1>C(OCC)(=O)C.[O-2].[O-2].[Mn+4]>[Cl:1][C:2]1[CH:7]=[C:6]([CH:8]=[O:9])[CH:5]=[CH:4][C:3]=1[C:10]1[CH:15]=[CH:14][CH:13]=[C:12]([C:16]([NH2:18])=[O:17])[CH:11]=1 |f:2.3.4|. Procedure: 2′-Chloro-4′-hydroxymethyl-biphenyl-3-carboxylic acid amide (I-6d: 5.0 g) was suspended in 500 mL of ethyl acetate and treated with activated manganese dioxide (5 equivalents). After stirring for 12 hours, the reaction mixture was filtered through a pad of Celite and concentrated under reduced pressure to afford the title compound (I-6e). The reactants are [H][H] (hydrogen), COC1=C(OCCN2CCOCC2)C=CC(=C1)[N+](=O)[O-] (4-[2-(2-methoxy-4-nitro-phenoxy)-ethyl]-morpholine), 42a3. The reagents and catalysts are [Pd] (Pd/C). The solvent is CCOC(=O)C (EtOAc). The product is COC=1C=C(C=CC1OCCN1CCOCC1)N (3-methoxy-4-(2-morpholin-4-yl-ethoxy)-phenylamine), 42a. RXN SMILES: [CH3:1][O:2][C:3]1[CH:17]=[C:16]([N+:18]([O-])=O)[CH:15]=[CH:14][C:4]=1[O:5][CH2:6][CH2:7][N:8]1[CH2:13][CH2:12][O:11][CH2:10][CH2:9]1.[H][H]>CCOC(C)=O.[Pd]>[CH3:1][O:2][C:3]1[CH:17]=[C:16]([NH2:18])[CH:15]=[CH:14][C:4]=1[O:5][CH2:6][CH2:7][N:8]1[CH2:13][CH2:12][O:11][CH2:10][CH2:9]1. Procedure details: A solution of 10% Pd/C (0.25 g) was added to a solution of 4-[2-(2-methoxy-4-nitro-phenoxy)-ethyl]-morpholine Compound 42a3 (1.4 g, 5.0 mmol) in EtOAc (50 mL). The solution was exposed to 40 PSI of hydrogen gas for a period of 1 hr. The catalyst was removed by filtration through Celite 545 and the solvent was removed to give 3-methoxy-4-(2-morpholin-4-yl-ethoxy)-phenylamine Compound 42a (1.1 g). MS 253 (MH+). The reactants are C(=O)(O)CC1=C(C(=O)O)C=CC=C1 (2-carboxymethylbenzoic acid), Cl (hydrochloric acid), NC(CO)(C)C (2-amino-2-methylpropanol), ClC1=C(C=CC=C1)Cl (o-dichlorobenzene). The solvent is C(C)(=O)OCC (ethyl acetate). The product is CC1(COC=2N1C(C=1C=CC=CC1C2)=O)C (3,3-dimethyl-5-oxo-2,3-dihydro-5H-oxazolo[3,2-b]isoquinoline). Reaction SMILES: [C:1]([CH2:4][C:5]1[CH:13]=[CH:12][CH:11]=[CH:10][C:6]=1[C:7]([OH:9])=O)([OH:3])=O.[NH2:14][C:15]([CH3:19])([CH3:18])[CH2:16]O.ClC1C=CC=CC=1Cl.Cl>C(OCC)(=O)C>[CH3:16][C:15]1([CH3:19])[N:14]2[C:7](=[O:9])[C:6]3[CH:10]=[CH:11][CH:12]=[CH:13][C:5]=3[CH:4]=[C:1]2[O:3][CH2:18]1. Reported procedure: A mixture of 1 g. of 2-carboxymethylbenzoic acid, 0.5 g. of 2-amino-2-methylpropanol, and 5 ml. of o-dichlorobenzene was heated to 150°-160° C. for 4 hours. After cooling, the solvent was distilled off from the reaction mixture under reduced pressure and the residue obtained was dissolved in 30 ml. of ethyl acetate. Then, the solution was successively wased with diluted hydrochloric acid, a diluted sodium carbonate solution, and water, dried over anhydrous magnesium sulfate, and then the solvent...